From a dataset of the Open Reaction Database (ORD), a public repository of structured organic reaction records. describe an organic reaction: reactants, conditions, products, and yield Starting materials: BrC=1C=CC(=NC1)C1=NO[C@@H](C1)CO ([(5S)-3-(5-Bromopyridin-2-yl)-4,5-dihydroisoxazol-5-yl]methanol), BrC=1C=CC(=NC1)C1=NO[C@@H](C1)CO ([(5S)-3-(5-Bromopyridin-2-yl)-4,5-dihydroisoxazol-5-yl]methanol), C(C)(=O)O[C@H]1[C@@H](OC(C(Cl)(Cl)Cl)=N)O[C@@H]([C@H]([C@@H]1OC(C)=O)OC(C)=O)COC(C)=O (2,3,4,6-tetra-O-acetyl-1-O-(2,2,2-trichloroethanimidoyl)-α-D-glucopyranose), FC(S(=O)(=O)O[Si](C)(C)C)(F)F (trimethylsilyl trifluoromethanesulfonate), solution. Conditions: time 2 hour. Reaction SMILES: [Br:1][C:2]1[CH:3]=[CH:4][C:5]([C:8]2[CH2:12][C@@H:11]([CH2:13][OH:14])[O:10][N:9]=2)=[N:6][CH:7]=1.[C:15]([O:18][C@@H:19]1[C@@H:31]([O:32][C:33](=[O:35])[CH3:34])[C@H:30]([O:36][C:37](=[O:39])[CH3:38])[C@@H:29]([CH2:40][O:41][C:42](=[O:44])[CH3:43])[O:28][C@@H:20]1OC(=N)C(Cl)(Cl)Cl)(=[O:17])[CH3:16].FC(F)(F)S(O[Si](C)(C)C)(=O)=O>ClCCl>[C:15]([O:18][C@@H:19]1[C@@H:31]([O:32][C:33](=[O:35])[CH3:34])[C@H:30]([O:36][C:37](=[O:39])[CH3:38])[C@@H:29]([CH2:40][O:41][C:42](=[O:44])[CH3:43])[O:28][C@H:20]1[O:14][CH2:13][C@H:11]1[O:10][N:9]=[C:8]([C:5]2[CH:4]=[CH:3][C:2]([Br:1])=[CH:7][N:6]=2)[CH2:12]1)(=[O:17])[CH3:16]. Procedure: To a solution of [(5S)-3-(5-bromopyridin-2-yl)-4,5-dihydroisoxazol-5-yl]methanol (Intermediate 11, 0.369 g, 1.43 mmol) and 2,3,4,6-tetra-O-acetyl-1-O-(2,2,2-trichloroethanimidoyl)-α-D-glucopyranose (R. R. Schmidt and J. Michel, Angew. Chem. Int. Ed. Engl. 19 (1980), 731–732) in dry dichloromethane (20 mL) over molecular sieves (perled, 4 Å) was added dropwise at −20° C. a solution of trimethylsilyl trifluoromethanesulfonate in dichloromethane (0.02 M, 10 mL). The reaction mixture was allowed to ... The product is hexanes acetone, C(C)(=O)O[C@H]1[C@H](OC[C@@H]2CC(=NO2)C2=NC=C(C=C2)Br)O[C@@H]([C@H]([C@@H]1OC(C)=O)OC(C)=O)COC(C)=O ([(5S)-3-(5-bromopyridin-2-yl)-4,5-dihydroisoxazol-5-yl]methyl 2,3,4,6-tetra-O-acetyl-β-D-glucopyranoside). The solvent is ClCCl (dichloromethane), ClCCl (dichloromethane). Starting materials: Br.C1(=CC=CC2=CC=CC=C12)C=1N=C(SC1)N (4-(1-naphthyl)-thiazol-2-ylamine hydrobromide), C1(=CC=C(C=C1)S(=O)(=O)Cl)C (p-toluenesulfonyl chloride), Cl (hydrochloric acid). The solvent is N1=CC=CC=C1 (pyridine). Conditions: time 30 minute. Product: CC1=CC=C(C=C1)S(=O)(=O)NC=1SC=C(N1)C1=CC=CC2=CC=CC=C12 (4-methyl-N-(4-naphthalen-1-yl-thiazol-2-yl)-benzenesulfonamide). Yield: 74.3%. RXN SMILES: Br.[C:2]1([C:12]2[N:13]=[C:14]([NH2:17])[S:15][CH:16]=2)[C:11]2[C:6](=[CH:7][CH:8]=[CH:9][CH:10]=2)[CH:5]=[CH:4][CH:3]=1.[C:18]1([CH3:28])[CH:23]=[CH:22][C:21]([S:24](Cl)(=[O:26])=[O:25])=[CH:20][CH:19]=1.Cl>N1C=CC=CC=1>[CH3:28][C:18]1[CH:23]=[CH:22][C:21]([S:24]([NH:17][C:14]2[S:15][CH:16]=[C:12]([C:2]3[C:11]4[C:6](=[CH:7][CH:8]=[CH:9][CH:10]=4)[CH:5]=[CH:4][CH:3]=3)[N:13]=2)(=[O:26])=[O:25])=[CH:20][CH:19]=1 |f:0.1|. Procedure: A mixture of 0.5 g of 4-(1-naphthyl)-thiazol-2-ylamine hydrobromide with 0.34 g of p-toluenesulfonyl chloride was stirred overnight with 2 ml of pyridine. The resulting, red colored suspension was poured into 30 ml of 1N hydrochloric acid and extracted twice with 40 ml of ethyl acetate each time. The organic extracts were combined, dried with magnesium sulphate and concentrated. The residue was dissolved in a mixture of 20 ml of ethanol and 20 ml of 2N sodium hydroxide solution. After the additi... Reaction SMILES: [C:1]([CH3:2])([CH3:3])([CH3:4])[O:5][N:6]=[C:7]([c:8]1[c:9]([OH:16])[cH:10][c:11]([Cl:15])[c:12]([F:14])[cH:13]1)[c:17]1[n:18][cH:19][cH:20][cH:21][c:22]1[OH:23].[CH:40]([Cl:41])([Cl:42])[Cl:43].[Cl:24][c:25]1[cH:26][cH:27][cH:28][c:29]([C:30]([O:31][OH:33])=[O:32])[cH:34]1.[Na+:35].[OH:36][S:37](=[O:38])[O-:39]>>[C:1]([CH3:2])([CH3:3])([CH3:4])[O:5][N:6]=[C:7]([c:8]1[c:9]([OH:16])[cH:10][c:11]([Cl:15])[c:12]([F:14])[cH:13]1)[c:17]1[n+:18]([O-:32])[cH:19][cH:20][cH:21][c:22]1[OH:23]. Reactants: CC(C)(C)ON=C(c1cc(F)c(Cl)cc1O)c1ncccc1O, ClC(Cl)Cl, O=C(OO)c1cccc(Cl)c1, [Na+], O=S([O-])O. The product is CC(C)(C)ON=C(c1cc(F)c(Cl)cc1O)c1c(O)ccc[n+]1[O-]. The reactants are C(C)(C)(C)OC(=O)N1C(=NC2=C1C=CC=C2)C2=C(C=CC(=C2)N2C[C@@H](CCC2)C(=O)OCC)Cl (2-[2-Chloro-5-((R)-3-ethoxycarbonyl-piperidin-1-yl)-phenyl]-benzoimidazole-1-carboxylic acid tert-butyl ester). The solvent is ClCCl (dichloromethane), Cl (HCl), CCOCC (Et2O). Conditions: time 8 hour. Yields the product C(C)OC(=O)[C@H]1CN(CCC1)C1=CC(=C(C=C1)Cl)C1=NC2=C(N1)C=CC=C2 ((R)-1-[3-(1H-Benzoimidazol-2-yl)-4-chloro-phenyl]-piperidine-3-carboxylic acid ethyl ester). Yield: 78.7%. As a reaction SMILES: C(OC([N:8]1[C:12]2[CH:13]=[CH:14][CH:15]=[CH:16][C:11]=2[N:10]=[C:9]1[C:17]1[CH:22]=[C:21]([N:23]2[CH2:28][CH2:27][CH2:26][C@@H:25]([C:29]([O:31][CH2:32][CH3:33])=[O:30])[CH2:24]2)[CH:20]=[CH:19][C:18]=1[Cl:34])=O)(C)(C)C>ClCCl.Cl.CCOCC>[CH2:32]([O:31][C:29]([C@@H:25]1[CH2:26][CH2:27][CH2:28][N:23]([C:21]2[CH:20]=[CH:19][C:18]([Cl:34])=[C:17]([C:9]3[NH:8][C:12]4[CH:13]=[CH:14][CH:15]=[CH:16][C:11]=4[N:10]=3)[CH:22]=2)[CH2:24]1)=[O:30])[CH3:33]. Reported procedure: Method 2—Step d To a mixture of 2-[2-Chloro-5-((R)-3-ethoxycarbonyl-piperidin-1-yl)-phenyl]-benzoimidazole-1-carboxylic acid tert-butyl ester (1.30 g, 2.68 mmol) in dichloromethane (2 mL), 2M HCl in Et2O (10 mL) was added and the resulting mixture was stirred overnight at room temperature. The solid was filtered off, then recovered with 10% NaOH (10 mL) and extracted with dichloromethane (3×10 mL). The organic layer was dried over Na2SO4, filtered and concentrated under reduced pressure, to get ... The reactants are C(C)(C)(C)OC(=O)N1CCN(CC1)C1=NC(=C(C=C1Cl)Cl)Cl (4-(3,5,6-trichloropyridin-2-yl)piperazine-1-carboxylic acid tert-butyl ester), C1(CCCCC1)P(C1=C(C=CC=C1)C1=C(C=CC=C1OC)OC)C1CCCCC1 (2-dicyclohexylphosphino-2′,6′-dimethoxybiphenyl), [F-].[K+] (potassium fluoride), CB(O)O (methylboronic acid). Reagents/catalysts: C(C)(=O)[O-].[Pd+2].C(C)(=O)[O-] (palladium (II) acetate). Solvent: O1CCCC1 (tetrahydrofuran). Yields the product C(C)(C)(C)OC(=O)N1CCN(CC1)C1=NC(=C(C=C1C)C)C (4-(3,5,6-trimethylpyridin-2-yl)piperazine-1-carboxylic acid tert-butyl ester). Isolated yield 990.4%. As a reaction SMILES: [C:1]([O:5][C:6]([N:8]1[CH2:13][CH2:12][N:11]([C:14]2C(Cl)=CC(Cl)=C(Cl)[N:15]=2)[CH2:10][CH2:9]1)=[O:7])([CH3:4])([CH3:3])[CH3:2].C1(P(C2CCCCC2)C2C=CC=C[C:31]=2[C:36]2[C:41](OC)=[CH:40][CH:39]=[CH:38][C:37]=2OC)CCCCC1.[F-].[K+].CB(O)O>C([O-])(=O)C.[Pd+2].C([O-])(=O)C.O1CCCC1>[C:1]([O:5][C:6]([N:8]1[CH2:9][CH2:10][N:11]([C:14]2[C:38]([CH3:39])=[CH:37][C:36]([CH3:31])=[C:41]([CH3:40])[N:15]=2)[CH2:12][CH2:13]1)=[O:7])([CH3:4])([CH3:2])[CH3:3] |f:2.3,5.6.7|. Procedure: To a mixture of 2,3,5,6-tetrachloropyridine (10 g), 1-Boc-piperazine (8.6 g) and potassium carbonate (13 g) was added 2-butanone (140 mL), and the mixture was refluxed for 8 hr. After cooling, water was added to the reaction mixture, and the mixture was extracted with ethyl acetate. The organic layer was washed with saturated brine, and the solvent was evaporated to give 4-(3,5,6-trichloropyridin-2-yl)piperazine-1-carboxylic acid tert-butyl ester (17 g). To a mixture of 4-(3,5,6-trichloropyridin... The reactants are [OH-].[Na+] (sodium hydroxide), ClC=1C(=NC=CC1)N1C=CC=C1 (3-chloro-2-(1H-pyrrol-1-yl)pyridine), ice water, P(=O)(Cl)(Cl)Cl (phosphorus oxychloride), CN(C=O)C (N,N-dimethylformamide). Conditions: time 30 minute. Yields the product ClC=1C(=NC=CC1)N1C(=CC=C1)C=O (3-chloro-2-(2-formyl-1H-pyrrol-1-yl)pyridine). RXN SMILES: P(Cl)(Cl)(Cl)=O.[Cl:6][C:7]1[C:8]([N:13]2[CH:17]=[CH:16][CH:15]=[CH:14]2)=[N:9][CH:10]=[CH:11][CH:12]=1.[OH-].[Na+].CN(C)[CH:22]=[O:23]>>[Cl:6][C:7]1[C:8]([N:13]2[CH:17]=[CH:16][CH:15]=[C:14]2[CH:22]=[O:23])=[N:9][CH:10]=[CH:11][CH:12]=1 |f:2.3|. Reported procedure: To 3.8 ml of N,N-dimethylformamide was added dropwise 4.2 ml of phosphorus oxychloride at room temperature, and the mixture was stirred at room temperature for 30 minutes. Thereto 1.6 g of 3-chloro-2-(1H-pyrrol-1-yl)pyridine was added, and the resulting mixture was stirred at 60° C. for 2 hours. The reaction mixture was allowed to cool to room temperature, and then slowly added to ice-water. The mixture was adjusted to pH 4 by an addition of a 2N aqueous sodium hydroxide solution. A deposited pr... The reactants are Clc1cccc(I)c1, c1ccc2[nH]ccc2c1. Product: Clc1cccc(-n2ccc3ccccc32)c1. As a reaction SMILES: [Cl:10][c:11]1[cH:12][c:13]([I:17])[cH:14][cH:15][cH:16]1.[cH:1]1[cH:2][cH:3][c:4]2[nH:5][cH:6][cH:7][c:8]2[cH:9]1>>[cH:1]1[cH:2][cH:3][c:4]2[n:5](-[c:13]3[cH:12][c:11]([Cl:10])[cH:16][cH:15][cH:14]3)[cH:6][cH:7][c:8]2[cH:9]1.